From a dataset of the Open Reaction Database (ORD), a public repository of structured organic reaction records. describe an organic reaction: reactants, conditions, products, and yield Reactants: CC(C)(C)OC(=O)CBr, CC(C)=O, CC(C)c1cc(O)cc2c1C(=O)N(COC(=O)c1c(Cl)cccc1Cl)S2(=O)=O, [K+], [K+], O=C([O-])[O-]. Product: CC(C)c1cc(OCC(=O)OC(C)(C)C)cc2c1C(=O)N(COC(=O)c1c(Cl)cccc1Cl)S2(=O)=O. RXN SMILES: [Br:35][CH2:36][C:37](=[O:38])[O:39][C:40]([CH3:41])([CH3:42])[CH3:43].[CH3:44][C:45](=[O:46])[CH3:47].[Cl:1][c:2]1[c:3]([C:4](=[O:5])[O:6][CH2:7][N:8]2[S:9](=[O:10])(=[O:11])[c:12]3[cH:13][c:14]([OH:23])[cH:15][c:16]([CH:20]([CH3:21])[CH3:22])[c:17]3[C:18]2=[O:19])[c:24]([Cl:28])[cH:25][cH:26][cH:27]1.[K+:29].[K+:30].[O-:31][C:32]([O-:33])=[O:34]>>[Cl:1][c:2]1[c:3]([C:4](=[O:5])[O:6][CH2:7][N:8]2[S:9](=[O:10])(=[O:11])[c:12]3[cH:13][c:14]([O:23][CH2:36][C:37](=[O:38])[O:39][C:40]([CH3:41])([CH3:42])[CH3:43])[cH:15][c:16]([CH:20]([CH3:21])[CH3:22])[c:17]3[C:18]2=[O:19])[c:24]([Cl:28])[cH:25][cH:26][cH:27]1.